This data is from the Open Reaction Database (ORD), a public repository of structured organic reaction records. The task is: describe an organic reaction: reactants, conditions, products, and yield The reactants are CON=C(C(=O)O)c1ccccc1COc1cc(C)ccc1C, CN(C)C=O, Cc1ccccc1, O=C(Cl)Cl. Yields the product CON=C(C(=O)Cl)c1ccccc1COc1cc(C)ccc1C. RXN SMILES: [CH3:1][O:2][N:3]=[C:4]([C:5](=[O:6])[OH:7])[c:8]1[c:9]([CH2:14][O:15][c:16]2[c:17]([CH3:23])[cH:18][cH:19][c:20]([CH3:22])[cH:21]2)[cH:10][cH:11][cH:12][cH:13]1.[CH3:24][N:25]([CH3:26])[CH:27]=[O:28].[CH3:33][c:34]1[cH:35][cH:36][cH:37][cH:38][cH:39]1.[Cl:29][C:30](=[O:31])[Cl:32]>>[CH3:1][O:2][N:3]=[C:4]([C:5](=[O:6])[Cl:29])[c:8]1[c:9]([CH2:14][O:15][c:16]2[c:17]([CH3:23])[cH:18][cH:19][c:20]([CH3:22])[cH:21]2)[cH:10][cH:11][cH:12][cH:13]1. The reactants are FC=1C=C(C=C(C1)F)CC(=O)N[C@@H](C)C(=O)O (N-(3,5-Difluorophenylacetyl)-L-alanine), N[C@@H]1[C@@H](CC2=CC=CC=C12)O (1-(S)-amino-2-(R)-indanol). The product is FC=1C=C(C=C(C1)F)CC(=O)N[C@@H](C)C(=O)[C@]1([C@@H](CC2=CC=CC=C12)O)N (1-(S)—(N′-(3,5-Difluorophenylacetyl)-L-alaninyl)-amino-2-(R)-indanol). RXN SMILES: [F:1][C:2]1[CH:3]=[C:4]([CH2:9][C:10]([NH:12][C@H:13]([C:15]([OH:17])=O)[CH3:14])=[O:11])[CH:5]=[C:6]([F:8])[CH:7]=1.[NH2:18][C@H:19]1[C:27]2[C:22](=[CH:23][CH:24]=[CH:25][CH:26]=2)[CH2:21][C@H:20]1[OH:28]>>[F:8][C:6]1[CH:5]=[C:4]([CH2:9][C:10]([NH:12][C@H:13]([C:15]([C@:19]2([NH2:18])[C:27]3[C:22](=[CH:23][CH:24]=[CH:25][CH:26]=3)[CH2:21][C@H:20]2[OH:28])=[O:17])[CH3:14])=[O:11])[CH:3]=[C:2]([F:1])[CH:7]=1. Procedure details: Following the General Procedure C and using N-(3,5-difluorophenylacetyl)-L-alanine (Example B) and 1-(S)-amino-2-(R)-indanol, the title compound was prepared. Reactants: COC(=O)C1=NC(=C(N=C1N)Cl)Cl (3-amino-5,6-dichloro-pyrazine-2-carboxylic acid methyl ester), [Cl-].[Li+] (lithium chloride), C(CCC)[Sn](C(=C)OCC)(CCCC)CCCC (tributyl-(1-ethoxy-vinyl)-stannane), [NH4+].[Cl-] (NH4Cl). Reagents/catalysts: Cl[Pd]([P](C1=CC=CC=C1)(C2=CC=CC=C2)C3=CC=CC=C3)([P](C4=CC=CC=C4)(C5=CC=CC=C5)C6=CC=CC=C6)Cl (Pd(PPh3)2Cl2). Run in CN(C)C=O (DMF). Reaction conditions: temperature 80 celsius. Product: COC(=O)C1=NC(=C(N=C1N)C(=C)OCC)Cl (3-Amino-6-chloro-5-(1-ethoxy-vinyl)-pyrazine-2-carboxylic acid methyl ester). The yield is 64.1%. Reaction SMILES: [CH3:1][O:2][C:3]([C:5]1[C:10]([NH2:11])=[N:9][C:8](Cl)=[C:7]([Cl:13])[N:6]=1)=[O:4].[Cl-].[Li+].C([Sn](CCCC)(CCCC)[C:21]([O:23][CH2:24][CH3:25])=[CH2:22])CCC.[NH4+].[Cl-]>CN(C=O)C.Cl[Pd](Cl)([P](C1C=CC=CC=1)(C1C=CC=CC=1)C1C=CC=CC=1)[P](C1C=CC=CC=1)(C1C=CC=CC=1)C1C=CC=CC=1>[CH3:1][O:2][C:3]([C:5]1[C:10]([NH2:11])=[N:9][C:8]([C:21]([O:23][CH2:24][CH3:25])=[CH2:22])=[C:7]([Cl:13])[N:6]=1)=[O:4] |f:1.2,4.5,^1:43,62|. Reported procedure: A mixture of 3-amino-5,6-dichloro-pyrazine-2-carboxylic acid methyl ester [1458-18-0] (600 mg, 2.62 mmol), lithium chloride (389 mg, 9.17 mmol), Pd(PPh3)2Cl2 (184 mg, 0.262 mmol) and tributyl-(1-ethoxy-vinyl)-stannane [97674-02-7] (1.6 ml, 4.50 mmol) in DMF (27 ml) under argon was heated at 80° C. bath temperature for 3 h and 50 min. Saturated aq. NH4Cl was added and the mixture was extracted with MTBE (3×). The combined organic layers were washed with brine, dried with Na2SO4, filtered and conc...